This data is from the Open Reaction Database (ORD), a public repository of structured organic reaction records. The task is: describe an organic reaction: reactants, conditions, products, and yield Starting materials: COC(=O)NC(=S)Nc1cc(C(=O)c2ccccc2)ccc1N, Cc1ccccc1, O=C(Cl)c1ccc([N+](=O)[O-])cc1. Product: COC(=O)NC(=S)Nc1cc(C(=O)c2ccccc2)ccc1NC(=O)c1ccc([N+](=O)[O-])cc1. As a reaction SMILES: [C:1](=[O:2])([O:3][CH3:4])[NH:5][C:6]([NH:7][c:8]1[cH:9][c:10]([C:11](=[O:12])[c:13]2[cH:14][cH:15][cH:16][cH:17][cH:18]2)[cH:19][cH:20][c:21]1[NH2:22])=[S:23].[CH3:36][c:37]1[cH:38][cH:39][cH:40][cH:41][cH:42]1.[N+:24](=[O:25])([O-:26])[c:27]1[cH:28][cH:29][c:30]([C:31](=[O:32])[Cl:33])[cH:34][cH:35]1>>[C:1](=[O:2])([O:3][CH3:4])[NH:5][C:6]([NH:7][c:8]1[cH:9][c:10]([C:11](=[O:12])[c:13]2[cH:14][cH:15][cH:16][cH:17][cH:18]2)[cH:19][cH:20][c:21]1[NH:22][C:31]([c:30]1[cH:29][cH:28][c:27]([N+:24](=[O:25])[O-:26])[cH:35][cH:34]1)=[O:32])=[S:23]. The reactants are C(CCC)OC(=O)NC(CCC1=CC=C(C(=O)O)C=C1)(C)C (N-butyloxycarbonyl-4-(3-methyl-3-aminobutyl) benzoic acid), N1CCCCC1 (piperidine), ON1N=NC2=C1C=CC=C2 (1-hydroxybenzotriazole), C(C)(C)N(CC)C(C)C (diisopropylethylamine), CN(C)CCCN=C=NCC ((dimethylaminopropyl)ethyl carbodiimide), C(CC(O)(C(=O)O)CC(=O)O)(=O)O (citric acid). Run in C(Cl)Cl (methylene chloride), C(C)(=O)OCC (ethyl acetate), C(Cl)Cl (methylene chloride). Conditions: time 1 hour. The product is N1(CCCCC1)NC(C1=CC=C(C=C1)CCC(C)(NC(=O)OCCCC)C)=O (N-Butyloxycarbonyl-4-(3-methyl-3-aminobutyl) benzoic acid piperidyl amide). As a reaction SMILES: [CH2:1]([O:5][C:6]([NH:8][C:9]([CH3:22])([CH3:21])[CH2:10][CH2:11][C:12]1[CH:20]=[CH:19][C:15]([C:16]([OH:18])=O)=[CH:14][CH:13]=1)=[O:7])[CH2:2][CH2:3][CH3:4].N1CCCCC1.ON1[C:34]2[CH:35]=[CH:36][CH:37]=C[C:33]=2[N:32]=[N:31]1.C(N(C(C)C)CC)(C)C.CN(CCCN=C=NCC)C.C(O)(=O)CC(CC(O)=O)(C(O)=O)O>C(Cl)Cl.C(OCC)(=O)C>[N:32]1([NH:31][C:16](=[O:18])[C:15]2[CH:14]=[CH:13][C:12]([CH2:11][CH2:10][C:9]([CH3:22])([NH:8][C:6]([O:5][CH2:1][CH2:2][CH2:3][CH3:4])=[O:7])[CH3:21])=[CH:20][CH:19]=2)[CH2:37][CH2:36][CH2:35][CH2:34][CH2:33]1. Procedure details: To a flame dried flask under a nitrogen atmosphere was added N-butyloxycarbonyl-4-(3-methyl-3-aminobutyl) benzoic acid (500 mg), piperidine (0.161 mL, 1.0 eq.), 1-hydroxybenzotriazole (47 mg, 1.0 eq.), diisopropylethylamine (0.2 mL, 3.5 eq.), and 25 mL of methylene chloride. A solution of (dimethylaminopropyl)ethyl carbodiimide in 20 mL of methylene chloride was then added and the resulting solution was allowed to stir for 1 hour before diluting with ethyl acetate. This mixture was acidified wit...